describe an organic reaction: reactants, conditions, products, and yield From a dataset of the Open Reaction Database (ORD), a public repository of structured organic reaction records. Starting materials: O=C(O)c1cccc(S(=O)(=O)N2CCCCC2)c1, Nc1ccc(Oc2ccccc2)nc1. Yields the product O=C(Nc1ccc(Oc2ccccc2)nc1)c1cccc(S(=O)(=O)N2CCCCC2)c1. As a reaction SMILES: [N:1]1([S:7](=[O:8])(=[O:9])[c:10]2[cH:11][c:12]([C:13](=[O:14])[OH:15])[cH:16][cH:17][cH:18]2)[CH2:2][CH2:3][CH2:4][CH2:5][CH2:6]1.[O:19]([c:20]1[cH:21][cH:22][cH:23][cH:24][cH:25]1)[c:26]1[cH:27][cH:28][c:29]([NH2:32])[cH:30][n:31]1>>[N:1]1([S:7](=[O:8])(=[O:9])[c:10]2[cH:11][c:12]([C:13](=[O:15])[NH:32][c:29]3[cH:28][cH:27][c:26]([O:19][c:20]4[cH:21][cH:22][cH:23][cH:24][cH:25]4)[n:31][cH:30]3)[cH:16][cH:17][cH:18]2)[CH2:2][CH2:3][CH2:4][CH2:5][CH2:6]1. Reactants: C([O-])([O-])=O.[Cs+].[Cs+] (cesium carbonate), C1(=CC=CC=C1)P(C1=C(C2=CC=CC=C2C=C1)C1=C(C=CC2=CC=CC=C12)P(C1=CC=CC=C1)C1=CC=CC=C1)C1=CC=CC=C1 (2,2′-bis(diphenylphosphino)-1,1′-binaphthyl), C1(CCCCC1)[C@@H]1CC[C@H](CC1)N1CCNCC1 (1-(trans-4-cyclohexylcyclohexyl)-piperazine), FC(S(=O)(=O)OC1=CC=C(C=C1)C1=CC=C(C=C1)C(=O)OC)(F)F (methyl 4′-trifluoromethylsulfonyloxy-1,1′-biphenyl-4-carboxylate). Reagents/catalysts: C(C)(=O)[O-].[Pd+2].C(C)(=O)[O-] (palladium(II) acetate). Solvent: C1(=CC=CC=C1)C (toluene), ClCCl (dichloromethane), O (water). Reaction conditions: temperature 110 celsius, time 23 hour. The product is C1(CCCCC1)[C@@H]1CC[C@H](CC1)N1CCN(CC1)C1=CC=C(C=C1)C1=CC=C(C=C1)C(=O)OC (methyl 4′-[4-(trans-4-cyclohexylcyclohexyl)-1-piperazinyl]-1,1′-biphenyl-4-carboxylate). Isolated yield 53562.7%. As a reaction SMILES: C(=O)([O-])[O-].[Cs+].[Cs+].C1(P(C2C=CC=CC=2)C2C=CC3C(=CC=CC=3)C=2C2C3C(=CC=CC=3)C=CC=2P(C2C=CC=CC=2)C2C=CC=CC=2)C=CC=CC=1.FC(F)(F)S(O[C:59]1[CH:64]=[CH:63][C:62]([C:65]2[CH:70]=[CH:69][C:68]([C:71]([O:73][CH3:74])=[O:72])=[CH:67][CH:66]=2)=[CH:61][CH:60]=1)(=O)=O.[CH:77]1([C@H:83]2[CH2:88][CH2:87][C@H:86]([N:89]3[CH2:94][CH2:93][NH:92][CH2:91][CH2:90]3)[CH2:85][CH2:84]2)[CH2:82][CH2:81][CH2:80][CH2:79][CH2:78]1>C1(C)C=CC=CC=1.C([O-])(=O)C.[Pd+2].C([O-])(=O)C.ClCCl.O>[CH:77]1([C@H:83]2[CH2:88][CH2:87][C@H:86]([N:89]3[CH2:90][CH2:91][N:92]([C:59]4[CH:64]=[CH:63][C:62]([C:65]5[CH:70]=[CH:69][C:68]([C:71]([O:73][CH3:74])=[O:72])=[CH:67][CH:66]=5)=[CH:61][CH:60]=4)[CH2:93][CH2:94]3)[CH2:85][CH2:84]2)[CH2:78][CH2:79][CH2:80][CH2:81][CH2:82]1 |f:0.1.2,7.8.9|. Procedure details: To a mixture of cesium carbonate (2.54 g), palladium(II) acetate (62 mg) and 2,2′-bis(diphenylphosphino)-1,1′-binaphthyl (260 mg) in toluene (6 ml) was successively added methyl 4′-trifluoromethylsulfonyloxy-1,1′-biphenyl-4-carboxylate (1 g) and 1-(trans-4-cyclohexylcyclohexyl)-piperazine (835 mg) in stream of nitrogen. The mixture was stirred at ambient temperature for 45 minutes and at 110° C. for further 23 hours. After cooling to room temperature, water and dichloromethane was added to the r... Starting materials: O=C=Nc1ccc(F)cc1, Nc1ccc(N2CCN(C(=O)c3ccccc3C(F)(F)F)CC2)nn1. Product: O=C(Nc1ccc(F)cc1)Nc1ccc(N2CCN(C(=O)c3ccccc3C(F)(F)F)CC2)nn1. Reaction SMILES: [F:1][c:2]1[cH:3][cH:4][c:5]([N:8]=[C:9]=[O:10])[cH:6][cH:7]1.[NH2:11][c:12]1[cH:13][cH:14][c:15]([N:18]2[CH2:19][CH2:20][N:21]([C:24](=[O:25])[c:26]3[c:27]([C:32]([F:33])([F:34])[F:35])[cH:28][cH:29][cH:30][cH:31]3)[CH2:22][CH2:23]2)[n:16][n:17]1>>[F:1][c:2]1[cH:3][cH:4][c:5]([NH:8][C:9](=[O:10])[NH:11][c:12]2[cH:13][cH:14][c:15]([N:18]3[CH2:19][CH2:20][N:21]([C:24](=[O:25])[c:26]4[c:27]([C:32]([F:33])([F:34])[F:35])[cH:28][cH:29][cH:30][cH:31]4)[CH2:22][CH2:23]3)[n:16][n:17]2)[cH:6][cH:7]1. The product is COc1cc(I)cc(OC)c1OC(C)C. Reactants: O=C([O-])[O-], COc1cc(I)cc(OC)c1O, CC(C)I, [K+], [K+], CN(C)C=O. As a reaction SMILES: [C:13](=[O:14])([O-:15])[O-:16].[CH3:1][O:2][c:3]1[c:4]([OH:12])[c:5]([O:10][CH3:11])[cH:6][c:7]([I:9])[cH:8]1.[CH:19]([CH3:20])([CH3:21])[I:22].[K+:17].[K+:18].[O:23]=[CH:24][N:25]([CH3:26])[CH3:27]>>[CH3:1][O:2][c:3]1[c:4]([O:12][CH:19]([CH3:20])[CH3:21])[c:5]([O:10][CH3:11])[cH:6][c:7]([I:9])[cH:8]1. The reactants are CC(C)(C)OC(=O)NCC1CCN(C(=O)OCc2ccccc2)CC1, C1CCOC1, CO, [H][H]. Product: CC(C)(C)OC(=O)NCC1CCNCC1. As a reaction SMILES: [CH2:1]([O:2][C:3](=[O:4])[N:11]1[CH2:12][CH2:13][CH:14]([CH2:17][NH:18][C:19](=[O:20])[O:21][C:22]([CH3:23])([CH3:24])[CH3:25])[CH2:15][CH2:16]1)[c:5]1[cH:6][cH:7][cH:8][cH:9][cH:10]1.[CH2:26]1[O:27][CH2:28][CH2:29][CH2:30]1.[CH3:33][OH:34].[H:31][H:32]>>[NH:11]1[CH2:12][CH2:13][CH:14]([CH2:17][NH:18][C:19](=[O:20])[O:21][C:22]([CH3:23])([CH3:24])[CH3:25])[CH2:15][CH2:16]1. Reactants: [H-].[Na+] (Sodium hydride), C(CCCCC)O (Hexanol), C(C)OC(CBr)OCC (bromoacetaldehyde diethylacetal). Solvent: C1(=CC=CC=C1)C (toluene). The product is C(C)OC(COCCCCCC)OCC (2-hexyloxyacetaldehyde diethylacetal). The yield is 44.3%. RXN SMILES: [CH2:1]([OH:7])[CH2:2][CH2:3][CH2:4][CH2:5][CH3:6].[H-].[Na+].[CH2:10]([O:12][CH:13]([O:16][CH2:17][CH3:18])[CH2:14]Br)[CH3:11]>C1(C)C=CC=CC=1>[CH2:10]([O:12][CH:13]([O:16][CH2:17][CH3:18])[CH2:14][O:7][CH2:1][CH2:2][CH2:3][CH2:4][CH2:5][CH3:6])[CH3:11] |f:1.2|. Procedure details: 2--Hexyloxyacetaldehyde diethylacetal was prepared as follows: Hexanol (200 g, 1.96 mol) and toluene (600 ml) were added to a 3 liter flask fitted with a mechanical stirrer and a reflux condenser. Sodium hydride (51.6 g, 2.15 mol) was added slowly to the resulting mixture, and then bromoacetaldehyde diethylacetal (385.7 g, 1.96 mol) was added dropwise. The mixture was heated to reflux temperature and maintained at that temperature for 6 hours. The mixture was then cooled to ambient temperature a...